This data is from the Open Reaction Database (ORD), a public repository of structured organic reaction records. The task is: describe an organic reaction: reactants, conditions, products, and yield The product is COc1ccc(C(CC#N)c2ccc(OC)cc2)cc1. RXN SMILES: [CH3:1][O:2][c:3]1[cH:4][cH:5][c:6]([C:9](=[CH:10][C:11]#[N:12])[c:13]2[cH:14][cH:15][c:16]([O:19][CH3:20])[cH:17][cH:18]2)[cH:7][cH:8]1.[O:21]1[CH2:22][CH2:23][O:24][CH2:25][CH2:26]1>>[CH3:1][O:2][c:3]1[cH:4][cH:5][c:6]([CH:9]([CH2:10][C:11]#[N:12])[c:13]2[cH:14][cH:15][c:16]([O:19][CH3:20])[cH:17][cH:18]2)[cH:7][cH:8]1. Reactants: COc1ccc(C(=CC#N)c2ccc(OC)cc2)cc1, C1COCCO1.